From a dataset of the Open Reaction Database (ORD), a public repository of structured organic reaction records. describe an organic reaction: reactants, conditions, products, and yield Reaction SMILES: [CH2:1]([O:2][CH:4]=[CH:5][C:6]#[N:7])[CH3:3].[CH2:8]1[CH2:9][O:10][CH2:11][CH2:12][NH:13]1>>[CH:4](=[CH:5][C:6]#[N:7])[N:13]1[CH2:8][CH2:9][O:10][CH2:11][CH2:12]1. The product is N#CC=CN1CCOCC1. Reactants: CCOC=CC#N, C1COCCN1.